This data is from the Open Reaction Database (ORD), a public repository of structured organic reaction records. The task is: describe an organic reaction: reactants, conditions, products, and yield The product is O=Cc1ccc(OCc2ccccc2)c(O)c1. RXN SMILES: [Br:1][CH2:2][c:3]1[cH:4][cH:5][cH:6][cH:7][cH:8]1.[C:19](=[O:20])([O-:21])[O-:22].[CH2:26]([N+:27]([CH2:28][CH2:29][CH2:30][CH3:31])([CH2:32][CH2:33][CH2:34][CH3:35])[CH2:36][CH2:37][CH2:38][CH3:39])[CH2:40][CH2:41][CH3:42].[CH3:43][N:44]([CH3:45])[CH:46]=[O:47].[Cs+:23].[Cs+:24].[I-:25].[OH:9][c:10]1[cH:11][c:12]([CH:13]=[O:14])[cH:15][cH:16][c:17]1[OH:18]>>[CH2:2]([c:3]1[cH:4][cH:5][cH:6][cH:7][cH:8]1)[O:18][c:17]1[c:10]([OH:9])[cH:11][c:12]([CH:13]=[O:14])[cH:15][cH:16]1. Reactants: BrCc1ccccc1, O=C([O-])[O-], CCCC[N+](CCCC)(CCCC)CCCC, CN(C)C=O, [Cs+], [Cs+], [I-], O=Cc1ccc(O)c(O)c1. The reactants are CN(C)C=O, FC(F)(F)c1ccc(CBr)c(Cl)c1, N#CC(C#N)CCC(F)=C(F)F, [H-], [Na+]. Product: N#CC(C#N)(CCC(F)=C(F)F)Cc1ccc(C(F)(F)F)cc1Cl. As a reaction SMILES: [CH3:28][N:29]([CH3:30])[CH:31]=[O:32].[Cl:15][c:16]1[c:17]([CH2:18][Br:19])[cH:20][cH:21][c:22]([C:24]([F:25])([F:26])[F:27])[cH:23]1.[F:1][C:2]([CH2:3][CH2:4][CH:5]([C:6]#[N:7])[C:8]#[N:9])=[C:10]([F:11])[F:12].[H-:13].[Na+:14]>>[F:1][C:2]([CH2:3][CH2:4][C:5]([C:6]#[N:7])([C:8]#[N:9])[CH2:18][c:17]1[c:16]([Cl:15])[cH:23][c:22]([C:24]([F:25])([F:26])[F:27])[cH:21][cH:20]1)=[C:10]([F:11])[F:12]. The reactants are CCOCC (Ether), OC=1C=C(C=CC1)C(CCCCC)O (1-(3-hydroxyphenyl)-1-hexanol), [Cr](=O)(=O)([O-])Cl.[NH+]1=CC=CC=C1 (pyridinium chlorochromate), C(C)(=O)[O-].[Na+] (sodium acetate), C(Cl)Cl (methylene chloride), C(Cl)Cl (methylenechloride). Conditions: time 2 hour. Product: C(CCCCC)(=O)C=1C=C(OCC2=NC3=CC=CC=C3C=C2)C=CC1 (2-(3-Hexanoylphenoxymethyl)quinoline), C(CCCCC)(=O)C=1C=C(C=CC1)O (3-hexanoylphenol). As a reaction SMILES: [OH:1][C:2]1[CH:3]=[C:4]([CH:8]([OH:14])[CH2:9][CH2:10][CH2:11][CH2:12][CH3:13])[CH:5]=[CH:6][CH:7]=1.[Cr](Cl)([O-])(=O)=O.[NH+:20]1[CH:25]=[CH:24][CH:23]=[CH:22][CH:21]=1.[C:26]([O-])(=O)[CH3:27].[Na+].[CH3:31][CH2:32]OCC.[CH2:36](Cl)Cl>>[C:8]([C:4]1[CH:3]=[C:2]([CH:7]=[CH:6][CH:5]=1)[O:1][CH2:36][C:21]1[CH:22]=[CH:23][C:24]2[C:25](=[CH:31][CH:32]=[CH:26][CH:27]=2)[N:20]=1)(=[O:14])[CH2:9][CH2:10][CH2:11][CH2:12][CH3:13].[C:8]([C:4]1[CH:3]=[C:2]([OH:1])[CH:7]=[CH:6][CH:5]=1)(=[O:14])[CH2:9][CH2:10][CH2:11][CH2:12][CH3:13] |f:1.2,3.4|. Procedure: A solution of 1-(3-hydroxyphenyl)-1-hexanol (3 g) in methylene chloride (200 ml) was added to a well-stirred suspension of pyridinium chlorochromate (5.1 g) and sodium acetate (2.5 g) in methylenechloride (150 ml). The mixture was stirred at room temperature for two hours. Ether (100 ml) was added, and the brown granular preiipitate was removed by filtration. All volatiles were removed from the filtrate, and the residual liquid was purified by chromtography on silica gel using ether as eluent. T... Reactants: C1(=CC=CC=C1)P(C1=CC=CC=C1)C1=CC=CC=C1 (triphenylphosphine), CC=1N=CSC1C(C)O (4-methyl-5-thiazolylethanol), BrN1C(CCC1=O)=O (N-bromosuccinimide). The solvent is ClCCl (dichloromethane). Run at temperature 0 celsius, time 2 hour. Yields the product BrCCC1=C(N=CS1)C (5-(2-bromoethyl)-4-methylthiazole). Isolated yield 62.4%. As a reaction SMILES: [CH3:1][C:2]1[N:3]=[CH:4][S:5][C:6]=1[CH:7](O)[CH3:8].C1(P(C2C=CC=CC=2)C2C=CC=CC=2)C=CC=CC=1.[Br:29]N1C(=O)CCC1=O>ClCCl>[Br:29][CH2:8][CH2:7][C:6]1[S:5][CH:4]=[N:3][C:2]=1[CH3:1]. Procedure: A solution of 1 g (7 mmol) of 4-methyl-5-thiazolylethanol in 15 mL of dichloromethane is cooled to 0° C. under argon. In a first stage, 1.8 g (7 mmol) of triphenylphosphine are added. Next, 1.30 g (7 mmol) of N-bromosuccinimide are added portionwise over 5 minutes. After stirring for 2 hours at 0° C., the solvent is evaporated off under vacuum. The residue obtained is purified by chromatography on silica gel (eluent: 50/50 EtOAc/heptane) to give 900 mg of 5-(2-bromoethyl)-4-methylthiazole, the c... Reactants: [Al+3], CCOC(=O)c1c(Sc2cc(C)cc(C)c2)cc(=O)[nH]c1C, CCOC(C)=O, [H-], [H-], [H-], [H-], [Li+], C1CCOC1, O=S(=O)(O)O. The product is Cc1cc(C)cc(Sc2cc(=O)[nH]c(C)c2CO)c1. As a reaction SMILES: [Al+3:24].[CH3:1][c:2]1[cH:3][c:4]([S:9][c:10]2[c:11]([C:18](=[O:19])[O:20][CH2:21][CH3:22])[c:12]([CH3:17])[nH:13][c:14](=[O:16])[cH:15]2)[cH:5][c:6]([CH3:8])[cH:7]1.[CH3:39][CH2:40][O:41][C:42](=[O:43])[CH3:44].[H-:23].[H-:26].[H-:27].[H-:28].[Li+:25].[O:34]1[CH2:35][CH2:36][CH2:37][CH2:38]1.[S:29](=[O:30])(=[O:31])([OH:32])[OH:33]>>[CH3:1][c:2]1[cH:3][c:4]([S:9][c:10]2[c:11]([CH2:18][OH:19])[c:12]([CH3:17])[nH:13][c:14](=[O:16])[cH:15]2)[cH:5][c:6]([CH3:8])[cH:7]1. Starting materials: CC(C)([O-])C.[K+] (potassium tert-butoxide), C(C=C)Br (Allyl bromide), C(C)(C)(C)O (tert-butanol), C(CCC)SC=C1C(C(CCC1)CC)=O (2-[(butylthio)methylene]-6-ethylcylcohexanone). Solvent: CCCCCC (hexane), CCOCC (ether). Conditions: time 5 minute. Yields the product C(C=C)C1(C(C(CCC1)=CSCCCC)=O)CC (2-allyl-6-[(butylthio)methylene]-2-ethylcyclohexanone). As a reaction SMILES: [CH3:1][C:2](C)([O-])C.[K+].[C:7](O)(C)(C)C.[CH2:12]([S:16][CH:17]=[C:18]1[CH2:23][CH2:22][CH2:21][CH:20]([CH2:24][CH3:25])[C:19]1=[O:26])[CH2:13][CH2:14][CH3:15].C(Br)C=C>CCCCCC.CCOCC>[CH2:24]([C:20]1([CH2:1][CH3:2])[CH2:21][CH2:22][CH2:23][C:18](=[CH:17][S:16][CH2:12][CH2:13][CH2:14][CH3:15])[C:19]1=[O:26])[CH:25]=[CH2:7] |f:0.1|. Procedure: To a well stirred solution of potassium tert-butoxide (17.95 g, 0.16 mole) in dry redistilled tert-butanol (160 ml) nitrogen, 2-[(butylthio)methylene]-6-ethylcylcohexanone (9.05 g, 0.04 mole), described in Example 3, is added slowly. The mixture is stirred at room temperature for 5 minutes and then chilled in an ice bath. Allyl bromide (21.8 g, 0.18 mole) is added rapidly to the chilled mixture. The mixture is then stirred at room temperature for 48 hr. Most of the solvent is then removed under ...